Dataset: the Open Reaction Database (ORD), a public repository of structured organic reaction records. Task: describe an organic reaction: reactants, conditions, products, and yield The reactants are CS(C)=O, CCCCCNc1nc(N)nc(C)c1Cc1ccc(CCl)cc1OC, N#C[K], [Na+], O=C([O-])O, CN(C)C=O. Product: CCCCCNc1nc(N)nc(C)c1Cc1ccc(CC#N)cc1OC. RXN SMILES: [CH3:29][S:30]([CH3:31])=[O:32].[Cl:4][CH2:5][c:6]1[cH:7][c:8]([O:27][CH3:28])[c:9]([CH2:10][c:11]2[c:12]([NH:19][CH2:20][CH2:21][CH2:22][CH2:23][CH3:24])[n:13][c:14]([NH2:18])[n:15][c:16]2[CH3:17])[cH:25][cH:26]1.[K:1][C:2]#[N:3].[Na+:42].[O-:38][C:39]([OH:40])=[O:41].[O:33]=[CH:34][N:35]([CH3:36])[CH3:37]>>[C:2](#[N:3])[CH2:5][c:6]1[cH:7][c:8]([O:27][CH3:28])[c:9]([CH2:10][c:11]2[c:12]([NH:19][CH2:20][CH2:21][CH2:22][CH2:23][CH3:24])[n:13][c:14]([NH2:18])[n:15][c:16]2[CH3:17])[cH:25][cH:26]1. The reactants are N1=C(C=CC2=CC=CC=C12)COC1=CC=C(C=CC2=CC=C(C#N)C=C2)C=C1 (4-(4-(2-quinolinylmethyloxy)styryl)benzonitrile), [H][H] (hydrogen). Reagents/catalysts: [Pd] (Pd on carbon). The solvent is C(C)O (ethanol). Yields the product N1=C(C=CC2=CC=CC=C12)COC1=CC=C(CCC2=CC=C(C#N)C=C2)C=C1 (4-(4-(2-quinolinylmethyloxy)phenethyl)benzonitrile). RXN SMILES: [N:1]1[C:10]2[C:5](=[CH:6][CH:7]=[CH:8][CH:9]=2)[CH:4]=[CH:3][C:2]=1[CH2:11][O:12][C:13]1[CH:28]=[CH:27][C:16]([CH:17]=[CH:18][C:19]2[CH:26]=[CH:25][C:22]([C:23]#[N:24])=[CH:21][CH:20]=2)=[CH:15][CH:14]=1.[H][H]>C(O)C.[Pd]>[N:1]1[C:10]2[C:5](=[CH:6][CH:7]=[CH:8][CH:9]=2)[CH:4]=[CH:3][C:2]=1[CH2:11][O:12][C:13]1[CH:28]=[CH:27][C:16]([CH2:17][CH2:18][C:19]2[CH:20]=[CH:21][C:22]([C:23]#[N:24])=[CH:25][CH:26]=2)=[CH:15][CH:14]=1. Reported procedure: A mixture of 0.75 g (2.07 mmol) of (4-(4-(2-quinolinylmethyloxy)styryl)benzonitrile and 0.08 g of 10% Pd on carbon in 75 ml of ethanol is shaken for 1.5 hours under 30 PSI of hydrogen. The mixture is filtered through a bed of celite and the filtrateconcentrated in vacuo. Trituration with ether gives a precipitate which is filtered off and recrystalized from methylene chloride-ether to give 4-(4-(2-quinolinylmethyloxy)phenethyl)benzonitrile. (M.P. 156° C.-158° C.) Reactants: [OH-].[Na+] (sodium hydroxide), Cl.C(C1=CC=CC=C1)N1CC(C(CC1)=O)C(=O)OC (1-benzyl-3-methoxycarbonyl-4-oxopiperidine hydrochloride), ice water, Cl (hydrogen chloride). Run in C(CO)O (ethylene glycol). Reaction conditions: temperature 70 celsius. Product: COC(=O)C1C2(CCCC2)CCN(C1)CC1=CC=CC=C1 (8-benzyl-8-azaspiro[4,5]decane-6-carboxylic acid methyl ester). The yield is 207.6%. As a reaction SMILES: Cl.[CH2:2]([N:9]1[CH2:14][CH2:13][C:12](=O)[CH:11]([C:16]([O:18][CH3:19])=[O:17])[CH2:10]1)[C:3]1[CH:8]=[CH:7][CH:6]=[CH:5][CH:4]=1.Cl.[OH-].[Na+]>C(O)CO>[CH3:19][O:18][C:16]([CH:11]1[CH2:10][N:9]([CH2:2][C:3]2[CH:8]=[CH:7][CH:6]=[CH:5][CH:4]=2)[CH2:14][CH2:13][C:12]21[CH2:5][CH2:4][CH2:3][CH2:2]2)=[O:17] |f:0.1,3.4|. Reported procedure: A mixture of 20.0 gm (70.4 mMol) 1-benzyl-3-methoxycarbonyl-4-oxopiperidine hydrochloride in 60 mL ethylene glycol was cooled in an ice bath as 24 gm hydrogen chloride were added. The slurry was heated at 70° C. for 2 hours and was then poured into 200 mL ice water. The pH was adjusted to about 8 with 5N sodium hydroxide and the resulting mixture extracted well with diethyl ether. The organic extracts were combined, dried over sodium sulfate, and concentrated under reduced pressure to provide 21... Reactants: [N+](=O)([O-])C=1C=CC(=C(C1)C1=NC(=C(C(N1)=O)CC)CC)OCCC (2-(5-Nitro-2-n-propoxyphenyl)-5,6-diethylpyrimid-4(3H)-one). Reagents/catalysts: [Pd] (Pd/C). The solvent is CO (methanol). Product: NC=1C=CC(=C(C1)C1=NC(=C(C(N1)=O)CC)CC)OCCC (2-(5-Amino-2-n-propoxyphenyl)-5,6-diethylpyrimid-4(3H)-one). Yield: 108.8%. RXN SMILES: [N+:1]([C:4]1[CH:5]=[CH:6][C:7]([O:21][CH2:22][CH2:23][CH3:24])=[C:8]([C:10]2[NH:15][C:14](=[O:16])[C:13]([CH2:17][CH3:18])=[C:12]([CH2:19][CH3:20])[N:11]=2)[CH:9]=1)([O-])=O>CO.[Pd]>[NH2:1][C:4]1[CH:5]=[CH:6][C:7]([O:21][CH2:22][CH2:23][CH3:24])=[C:8]([C:10]2[NH:15][C:14](=[O:16])[C:13]([CH2:17][CH3:18])=[C:12]([CH2:19][CH3:20])[N:11]=2)[CH:9]=1. Procedure details: The compound (16.5 g, 50 mmol) of example 41 was dissolved in methanol, added with 0.4 g 10% Pd/C, and hydrogenized at the normal temperature and pressure. When hydrogen was not absorbed by the reaction mixture any more, the reaction was quenched and Pd/C was filtered off. The filtrate was concentrated to a small volume, and fed with HCl gas to generate a white solid. The obtained solid was filtered and dried to give the hydrochlorate of the title compound (16.4 g. yield: 97%). 1H NMR 1H NMR (CD... Reaction SMILES: [C:33]1(=[O:43])[c:34]2[c:35]([cH:39][cH:40][cH:41][cH:42]2)[C:36](=[O:38])[NH:37]1.[CH2:1]([c:2]1[cH:3][cH:4][cH:5][cH:6][cH:7]1)[O:8][c:9]1[cH:10][c:11]2[c:12](-[c:26]3[cH:27][cH:28][c:29]([CH3:32])[cH:30][cH:31]3)[c:13]([CH2:24][Cl:25])[n:14]([CH2:20][CH:21]([CH3:22])[CH3:23])[c:15](=[O:19])[c:16]2[cH:17][cH:18]1.[CH3:46][N:47]([CH3:48])[CH:49]=[O:50].[K:44].[OH2:45]>>[CH2:1]([c:2]1[cH:3][cH:4][cH:5][cH:6][cH:7]1)[O:8][c:9]1[cH:10][c:11]2[c:12](-[c:26]3[cH:27][cH:28][c:29]([CH3:32])[cH:30][cH:31]3)[c:13]([CH2:24][N:37]3[C:33](=[O:43])[c:34]4[c:35]([cH:39][cH:40][cH:41][cH:42]4)[C:36]3=[O:38])[n:14]([CH2:20][CH:21]([CH3:22])[CH3:23])[c:15](=[O:19])[c:16]2[cH:17][cH:18]1. The product is Cc1ccc(-c2c(CN3C(=O)c4ccccc4C3=O)n(CC(C)C)c(=O)c3ccc(OCc4ccccc4)cc23)cc1. Reactants: O=C1NC(=O)c2ccccc21, Cc1ccc(-c2c(CCl)n(CC(C)C)c(=O)c3ccc(OCc4ccccc4)cc23)cc1, CN(C)C=O, [K], O.